This data is from the Open Reaction Database (ORD), a public repository of structured organic reaction records. The task is: describe an organic reaction: reactants, conditions, products, and yield Starting materials: CN (methylamine), BrC1=NC(=CC=C1)Br (2,6-dibromopyridine). Solvent: O1CCCC1 (tetrahydrofuran). Product: CCCC(C)C (iso-hexane), BrC1=CC=CC(=N1)NC ((6-bromo-pyridin-2-yl)-methyl-amine). Yield: 8.0%. Reaction SMILES: [CH3:1][NH2:2].[Br:3][C:4]1[CH:9]=[CH:8][CH:7]=[C:6](Br)[N:5]=1>O1CCCC1>[CH3:6][CH2:7][CH2:8][CH:9]([CH3:4])[CH3:1].[Br:3][C:4]1[N:5]=[C:6]([NH:2][CH3:1])[CH:7]=[CH:8][CH:9]=1. Procedure details: Add a 2; M solution of methylamine in tetrahydrofuran (33.6; mL, 67.12; mmol) to 2,6-dibromopyridine (5.3; g, 22.37; mmol) and heat overnight at 110° C. in a sealed tube. Concentrate and purify by silica gel chromatography, gradient eluting from 0:100; to 20:80; ethyl acetate:iso-hexane to give the title compound (0.345; g, 8%) as a pale yellow oil which crystallizes on standing. MS (m/z): 185,187; (M+1). Reactants: FC(C(=O)O)(F)F.N1C[C@H](CC1)CNC(=O)C1=CC2=C(S1)C=C(C=C2)Cl (6-chloro-benzo[b]thiophene-2-carboxylic acid ((S)-1-pyrrolidin-3-ylmethyl)-amide trifluoro acetate), [N+](=O)([O-])C1=CC=C(C=C1)OC(NC1=C(C=C(C=C1)N1C(C=CC=C1)=O)F)=O ([2-fluoro-4-(2-oxo-2H-pyridin-1-yl)-phenyl]-carbamic acid 4-nitro-phenyl ester). Yields the product FC1=C(C=CC(=C1)N1C(C=CC=C1)=O)NC(=O)N1C[C@H](CC1)CNC(=O)C1=CC2=C(S1)C=C(C=C2)Cl ((R)-3-{[(6-chloro-benzo[b]thiophene-2-carbonyl)-amino]-methyl}-pyrrolidine-1-carboxylic acid[2-fluoro-4-(2-oxo-2H-pyridin-1-yl)-phenyl]-amide). RXN SMILES: FC(F)(F)C(O)=O.[NH:8]1[CH2:12][CH2:11][C@H:10]([CH2:13][NH:14][C:15]([C:17]2[S:21][C:20]3[CH:22]=[C:23]([Cl:26])[CH:24]=[CH:25][C:19]=3[CH:18]=2)=[O:16])[CH2:9]1.[N+](C1C=CC([O:36][C:37](=O)[NH:38][C:39]2[CH:44]=[CH:43][C:42]([N:45]3[CH:50]=[CH:49][CH:48]=[CH:47][C:46]3=[O:51])=[CH:41][C:40]=2[F:52])=CC=1)([O-])=O>>[F:52][C:40]1[CH:41]=[C:42]([N:45]2[CH:50]=[CH:49][CH:48]=[CH:47][C:46]2=[O:51])[CH:43]=[CH:44][C:39]=1[NH:38][C:37]([N:8]1[CH2:12][CH2:11][C@H:10]([CH2:13][NH:14][C:15]([C:17]2[S:21][C:20]3[CH:22]=[C:23]([Cl:26])[CH:24]=[CH:25][C:19]=3[CH:18]=2)=[O:16])[CH2:9]1)=[O:36] |f:0.1|. Procedure: 65.3 Using general method H, 6-chloro-benzo[b]thiophene-2-carboxylic acid ((S)-1-pyrrolidin-3-ylmethyl)-amide trifluoro acetate was reacted with [2-fluoro-4-(2-oxo-2H-pyridin-1-yl)-phenyl]-carbamic acid 4-nitro-phenyl ester (prepared according to example 54.3) to give (R)-3-{[(6-chloro-benzo[b]thiophene-2-carbonyl)-amino]-methyl}-pyrrolidine-1-carboxylic acid[2-fluoro-4-(2-oxo-2H-pyridin-1-yl)-phenyl]-amide. White solid. MS 523.2 ([M−H]−) The reactants are C1(=CC=CC=C1)C=C1CSCC(C1=O)=CC1=CC=CC=C1 (tetrahydro-3,5-bis-(phenylmethylene)-4H-thiopyran-4-one), NC=1SCCN1 (2-amino-2-thiazoline), NC=1SCCN1 (2-amino-2-thiazoline), ketone. Solvent: CC(=O)C (acetone), CC(=O)C (acetone), CC(=O)C (acetone). Run at time 2 day. The product is S1C(=NCC1)NC1(C(CSCC1=CC1=CC=CC=C1)=CC1=CC=CC=C1)O (4-[(4,5-Dihydro-2-thiazolyl)amino]tetrahydro-3,5-bis-(phenylmethylene)-2H-thiopyran-4-ol). Yield: 92.5%. As a reaction SMILES: [C:1]1([CH:7]=[C:8]2[C:13](=[O:14])[C:12](=[CH:15][C:16]3[CH:21]=[CH:20][CH:19]=[CH:18][CH:17]=3)[CH2:11][S:10][CH2:9]2)[CH:6]=[CH:5][CH:4]=[CH:3][CH:2]=1.[NH2:22][C:23]1[S:24][CH2:25][CH2:26][N:27]=1>CC(C)=O>[S:24]1[CH2:25][CH2:26][N:27]=[C:23]1[NH:22][C:13]1([OH:14])[C:8](=[CH:7][C:1]2[CH:2]=[CH:3][CH:4]=[CH:5][CH:6]=2)[CH2:9][S:10][CH2:11][C:12]1=[CH:15][C:16]1[CH:17]=[CH:18][CH:19]=[CH:20][CH:21]=1. Procedure: A slurry of tetrahydro-3,5-bis-(phenylmethylene)-4H-thiopyran-4-one (5.5 g, 18.9 mmole) in 200 ml of acetone is treated with a solution of 2-amino-2-thiazoline (2.0 g, 19.6 mmole, filtered) in 100 ml of acetone at room temperature. The mixture never becomes homogeneous, but the nature of the solids change (yellow to white). After stirring at room temperature for 2 days, the starting ketone remains as evidenced by tlc. Additional 2-amino-2-thiazoline (1 g, 9.8 mmole, filtered) in 50 ml of acetone... Starting materials: 1-Methyl-3-(8,9-oxidononyl)thymine, BrCCCCCCCC=C (9-bromo-1-nonene), O (water), [H-].[Na+] (Sodium hydride), CN1C(=O)NC(=O)C(C)=C1 (1-methylthymine). The solvent is CS(=O)C (dimethylsulfoxide). Conditions: time 15 minute. The product is CN1C(=O)N(C(=O)C(C)=C1)CCCCCCCC=C (1-Methyl-3-(8-nonenyl)thymine). Yield: 74.6%. As a reaction SMILES: [H-].[Na+].[CH3:3][N:4]1[CH:12]=[C:10]([CH3:11])[C:8](=[O:9])[NH:7][C:5]1=[O:6].Br[CH2:14][CH2:15][CH2:16][CH2:17][CH2:18][CH2:19][CH2:20][CH:21]=[CH2:22].O>CS(C)=O>[CH3:3][N:4]1[CH:12]=[C:10]([CH3:11])[C:8](=[O:9])[N:7]([CH2:22][CH2:21][CH2:20][CH2:19][CH2:18][CH2:17][CH2:16][CH:15]=[CH2:14])[C:5]1=[O:6] |f:0.1|. Procedure: This example illustrates a synthesis of 1-Methyl-3-(8,9-oxidononyl)thymine (inventive compound no. 1910). Sodium hydride (343 mg, 14 mmol) was added to a stirring solution of 1-methylthymine (2.00 g, 14 nmuol) in dimethylsulfoxide (40 mL). After 15 minutes, 9-bromo-1-nonene (2.93 g, 14 mmol) was added and the mixture stirred for 20 hours. The reaction was poured into 40 mL water and extracted with dichloromethane (3×50 mL). The organic layers were combined, washed with water (40 mL), saturated a... Starting materials: C(C1=CC=CC=C1)N(C1=CC(=C(C=C1F)N1CCN(CC1)C(=O)OC(C)(C)C)F)CC1=CC=CC=C1 (tert-butyl 4-(4-(dibenzylamino)-2,5-difluorophenyl)piperazine-1-carboxylate). The reagents and catalysts are [Pd] (palladium on carbon). Run in CO (methanol). Reaction conditions: time 16 hour. Product: NC1=CC(=C(C=C1F)N1CCN(CC1)C(=O)OC(C)(C)C)F (tert-butyl 4-(4-amino-2,5-difluorophenyl)piperazine-1-carboxylate). RXN SMILES: C([N:8](CC1C=CC=CC=1)[C:9]1[C:14]([F:15])=[CH:13][C:12]([N:16]2[CH2:21][CH2:20][N:19]([C:22]([O:24][C:25]([CH3:28])([CH3:27])[CH3:26])=[O:23])[CH2:18][CH2:17]2)=[C:11]([F:29])[CH:10]=1)C1C=CC=CC=1>CO.[Pd]>[NH2:8][C:9]1[C:14]([F:15])=[CH:13][C:12]([N:16]2[CH2:17][CH2:18][N:19]([C:22]([O:24][C:25]([CH3:27])([CH3:26])[CH3:28])=[O:23])[CH2:20][CH2:21]2)=[C:11]([F:29])[CH:10]=1. Reported procedure: To a solution of the product of Example 15B (4 g, 8 mmol) in methanol (100 mL) was added 10% palladium on carbon (400 mg). The mixture was stirred at room temperature under hydrogen for 16 hours. The catalyst was filtered off and the filtrate was concentrated to give the title compound. MS: 314 (M+H+). Starting materials: CC(=O)OC1CC2CCC3C(CCC4(C)C3CC(N3CCCC3)C4OC(C)=O)C2(C)CC1N1CCC2(CC1)OCCO2, CO. Yields the product CC(=O)OC1CC2CCC3C(CCC4(C)C(O)C(N5CCCC5)CC34)C2(C)CC1N1CCC2(CC1)OCCO2. Reaction SMILES: [C:1]([CH3:2])(=[O:3])[O:4][CH:5]1[CH2:6][CH:7]2[CH2:8][CH2:9][CH:10]3[CH:11]4[CH2:12][CH:13]([N:38]5[CH2:39][CH2:40][CH2:41][CH2:42]5)[CH:14]([O:34][C:35](=[O:36])[CH3:37])[C:15]4([CH3:16])[CH2:17][CH2:18][CH:19]3[C:20]2([CH3:33])[CH2:21][CH:22]1[N:23]1[CH2:24][CH2:25][C:26]2([O:27][CH2:28][CH2:29][O:30]2)[CH2:31][CH2:32]1.[CH3:43][OH:44]>>[C:1]([CH3:2])(=[O:3])[O:4][CH:5]1[CH2:6][CH:7]2[CH2:8][CH2:9][CH:10]3[CH:11]4[CH2:12][CH:13]([N:38]5[CH2:39][CH2:40][CH2:41][CH2:42]5)[CH:14]([OH:34])[C:15]4([CH3:16])[CH2:17][CH2:18][CH:19]3[C:20]2([CH3:33])[CH2:21][CH:22]1[N:23]1[CH2:24][CH2:25][C:26]2([O:27][CH2:28][CH2:29][O:30]2)[CH2:31][CH2:32]1.